Dataset: the Open Reaction Database (ORD), a public repository of structured organic reaction records. Task: describe an organic reaction: reactants, conditions, products, and yield The reactants are C(C)(C)(C)OC(NC=1C(=NC(=NC1)SC)OC1=C(C=CC=C1)C)=O ((2-methylsulfanyl-4-o-tolyloxy-pyrimidin-5-yl)-carbamic acid tert.-butyl ester), CN(C=O)C (N,N-dimethylformamide), CI (methyl iodide). Run in ice water. Run at time 1 hour. The product is C(C)(C)(C)OC(N(C=1C(=NC(=NC1)SC)OC1=C(C=CC=C1)C)C)=O (methyl-(2-methylsulfanyl-4-o-tolyloxy-pyrimidin-5-yl)-carbamic acid tert-butyl ester). The yield is 96.0%. RXN SMILES: [C:1]([O:5][C:6](=[O:24])[NH:7][C:8]1[C:9]([O:16][C:17]2[CH:22]=[CH:21][CH:20]=[CH:19][C:18]=2[CH3:23])=[N:10][C:11]([S:14][CH3:15])=[N:12][CH:13]=1)([CH3:4])([CH3:3])[CH3:2].[CH3:25]N(C)C=O.CI>>[C:1]([O:5][C:6](=[O:24])[N:7]([CH3:25])[C:8]1[C:9]([O:16][C:17]2[CH:22]=[CH:21][CH:20]=[CH:19][C:18]=2[CH3:23])=[N:10][C:11]([S:14][CH3:15])=[N:12][CH:13]=1)([CH3:4])([CH3:3])[CH3:2]. Procedure details: To a solution of 1.60 g (4.61 mmol) (2-methylsulfanyl-4-o-tolyloxy-pyrimidin-5-yl)-carbamic acid tert.-butyl ester in 20 ml N,N-dimethylformamide 0.25 g (6.4 mmol) sodiumhydride (60% dispersion in mineraloil) was added and the reaction mixture stirred for 1 h. After the addition of 0.48 ml (7.83 mmol) methyl iodide at 0°, the reaction mixture was stirred for 3 hrs. The reaction mixture was poured into 100 ml ice-water and three times extracted with 80 ml CH2Cl2. The combined organic layers were ...